From a dataset of the Open Reaction Database (ORD), a public repository of structured organic reaction records. describe an organic reaction: reactants, conditions, products, and yield Procedure details: A mixture of N-[(1S)-1-(aminocarbonyl)-2,2-dimethylpropyl]-3-[2-(methylthio)ethyl]-2-oxo-2,3-dihydro-1H-benzimidazole-1-carboxamide (Example 32, 150 mg), m-chloroperbenzoic acid (70%, 170 mg) and NaHCO3 (150 mg) in dichloromethane (5 mL) was stirred overnight and quenched with sat. Na2S2O3 aq. (25 mL) The whole was extracted with ethyl acetate (25 mL×2). The combined organic layers were washed with brine, dried over magnesium sulfate, filtrated and concentrated in vacuo. The residue was purified... The product is NC(=O)[C@H](C(C)(C)C)NC(=O)N1C(N(C2=C1C=CC=C2)CCS(=O)C)=O (N-[(1S)-1-(aminocarbonyl)-2,2-dimethylpropyl]-3-[2-(methylsulfinyl)ethyl]-2-oxo-2,3-dihydro-1H-benzimidazole-1-carboxamide). Reaction SMILES: [NH2:1][C:2]([C@@H:4]([NH:9][C:10]([N:12]1[C:16]2[CH:17]=[CH:18][CH:19]=[CH:20][C:15]=2[N:14]([CH2:21][CH2:22][S:23][CH3:24])[C:13]1=[O:25])=[O:11])[C:5]([CH3:8])([CH3:7])[CH3:6])=[O:3].ClC1C=CC=C(C(OO)=[O:34])C=1.C([O-])(O)=O.[Na+]>ClCCl>[NH2:1][C:2]([C@@H:4]([NH:9][C:10]([N:12]1[C:16]2[CH:17]=[CH:18][CH:19]=[CH:20][C:15]=2[N:14]([CH2:21][CH2:22][S:23]([CH3:24])=[O:34])[C:13]1=[O:25])=[O:11])[C:5]([CH3:8])([CH3:7])[CH3:6])=[O:3] |f:2.3|. Run in ClCCl (dichloromethane). Reactants: NC(=O)[C@H](C(C)(C)C)NC(=O)N1C(N(C2=C1C=CC=C2)CCSC)=O (N-[(1S)-1-(aminocarbonyl)-2,2-dimethylpropyl]-3-[2-(methylthio)ethyl]-2-oxo-2,3-dihydro-1H-benzimidazole-1-carboxamide), ClC1=CC(=CC=C1)C(=O)OO (m-chloroperbenzoic acid), C(=O)(O)[O-].[Na+] (NaHCO3). Reaction conditions: time 8 hour. Starting materials: Cl.C(C)OC([C@@H](N)CC1=CC(=C(C=C1)F)Br)=O (3-bromo-4-fluoro-L-phenylalanine ethyl ester hydrochloride), N1=C2C(=NS1)C(=CC=C2)S(=O)(=O)NC2=C(C(=O)O)C=C(C(=C2)Cl)Cl (2-(benzo[1,2,5]thiadiazole-4-sulfonylamino)-4,5-dichloro-benzoic acid). The product is C(C)OC([C@H](CC1=CC(=C(C=C1)F)Br)NC(C1=C(C=C(C(=C1)Cl)Cl)NS(=O)(=O)C1=CC=CC=2C1=NSN2)=O)=O ((S)-2-[2-(Benzo[1,2,5]thiadiazole-4-sulfonylamino)-4,5-dichloro-benzoylamino]-3-(3-bromo-4-fluoro-phenyl)-propionic acid ethyl ester). RXN SMILES: Cl.[CH2:2]([O:4][C:5](=[O:17])[C@H:6]([CH2:8][C:9]1[CH:14]=[CH:13][C:12]([F:15])=[C:11]([Br:16])[CH:10]=1)[NH2:7])[CH3:3].[N:18]1[S:22][N:21]=[C:20]2[C:23]([S:27]([NH:30][C:31]3[CH:39]=[C:38]([Cl:40])[C:37]([Cl:41])=[CH:36][C:32]=3[C:33](O)=[O:34])(=[O:29])=[O:28])=[CH:24][CH:25]=[CH:26][C:19]=12>>[CH2:2]([O:4][C:5](=[O:17])[C@@H:6]([NH:7][C:33](=[O:34])[C:32]1[CH:36]=[C:37]([Cl:41])[C:38]([Cl:40])=[CH:39][C:31]=1[NH:30][S:27]([C:23]1[C:20]2=[N:21][S:22][N:18]=[C:19]2[CH:26]=[CH:25][CH:24]=1)(=[O:29])=[O:28])[CH2:8][C:9]1[CH:14]=[CH:13][C:12]([F:15])=[C:11]([Br:16])[CH:10]=1)[CH3:3] |f:0.1|. Reported procedure: The title compound was prepared from 3-bromo-4-fluoro-L-phenylalanine ethyl ester hydrochloride and 2-(benzo[1,2,5]thiadiazole-4-sulfonylamino)-4,5-dichloro-benzoic acid as in Example 1, Part C. HPLC: RT=10.96 min. MS (ESI−): mass calcd. for C22H15Cl3N4O5S2, 676.36; m/z found, 673/675 [M−H]−. 1H NMR (400 MHz, CDCl3): 11.20 (s, 1H), 8.36 (dd, J=7.0, 0.8, 1H), 8.23 (dd, J=8.8, 0.9, 1H), 7.86 (s, 1H), 7.73 (dd, J=8.8, 7.1, 1H), 7.34 (s, 1H), 7.29 (dd, J=6.5, 1.9, 1H), 7.07-6.99 (m, 2H), 6.59 (d, J=...